Dataset: the Open Reaction Database (ORD), a public repository of structured organic reaction records. Task: describe an organic reaction: reactants, conditions, products, and yield The reactants are OCCOc1ccc(Br)cc1, [H-], CCCCI, [Na+], CN(C)C=O, O. Yields the product CCCCOCCOc1ccc(Br)cc1. RXN SMILES: [Br:1][c:2]1[cH:3][cH:4][c:5]([O:6][CH2:7][CH2:8][OH:9])[cH:10][cH:11]1.[H-:12].[I:14][CH2:15][CH2:16][CH2:17][CH3:18].[Na+:13].[O:20]=[CH:21][N:22]([CH3:23])[CH3:24].[OH2:19]>>[Br:1][c:2]1[cH:3][cH:4][c:5]([O:6][CH2:7][CH2:8][O:9][CH2:15][CH2:16][CH2:17][CH3:18])[cH:10][cH:11]1. The reactants are C1CCOC1, [Li]CCCC, CCOC(C)=O, Cl, CC(C)(C)OC(=O)N1CCC(=O)CC1, c1c[nH]cn1. RXN SMILES: [CH2:26]1[O:27][CH2:28][CH2:29][CH2:30]1.[CH2:6]([Li:7])[CH2:8][CH2:9][CH3:10].[CH3:31][CH2:32][O:33][C:34](=[O:35])[CH3:36].[ClH:25].[O:11]=[C:12]1[CH2:13][CH2:14][N:15]([C:18](=[O:19])[O:20][C:21]([CH3:22])([CH3:23])[CH3:24])[CH2:16][CH2:17]1.[nH:1]1[cH:2][n:3][cH:4][cH:5]1>>[nH:1]1[c:2]([C:12]2([OH:11])[CH2:13][CH2:14][N:15]([C:18](=[O:19])[O:20][C:21]([CH3:22])([CH3:23])[CH3:24])[CH2:16][CH2:17]2)[n:3][cH:4][cH:5]1. Yields the product CC(C)(C)OC(=O)N1CCC(O)(c2ncc[nH]2)CC1. Reactants: CN1C=NC(=C1C1=CC=NC=C1)C1=CC=CC=C1 (1-methyl-4-phenyl-5-[4-pyridinyl]imidazole), C(CCC)[Li] (n-butyllithium), CN(C)C=O (DMF). Run in C1CCOC1 (THF). Run at time 4 hour. The product is C(=O)C=1N(C(=C(N1)C1=CC=CC=C1)C1=CC=NC=C1)C (2-Formyl-1-methyl-4-phenyl-5-[4-pyridyl]imidazole), solid. Yield: 61.0%. Reaction SMILES: [CH3:1][N:2]1[C:6]([C:7]2[CH:12]=[CH:11][N:10]=[CH:9][CH:8]=2)=[C:5]([C:13]2[CH:18]=[CH:17][CH:16]=[CH:15][CH:14]=2)[N:4]=[CH:3]1.C([Li])CCC.CN([CH:27]=[O:28])C>C1COCC1>[CH:27]([C:3]1[N:2]([CH3:1])[C:6]([C:7]2[CH:12]=[CH:11][N:10]=[CH:9][CH:8]=2)=[C:5]([C:13]2[CH:14]=[CH:15][CH:16]=[CH:17][CH:18]=2)[N:4]=1)=[O:28]. Procedure: To a solution of 1-methyl-4-phenyl-5-[4-pyridinyl]imidazole (0.275 g, 1.17 mmol) in THF at −78° C. was added n-butyllithium (0.56 mL of 2.5 M solution, 1.40 mmol). The resulting red-orange solution was allowed to stir at −78° C. for 0.5 h when DMF (0.18 mL, 2.34 mmol) was added. The mixture was allowed to warm to rt and stir for 4 h, then quenched with ice water and partitioned between CH2Cl2 and H2O. The organic extract was washed with aqueous NaCl and dried (MgSO4).The solvent was removed in v... Reactants: FC1=C(C(=CC=C1)F)N1C(C=CC2=C1N=C(N=C2C=2C=C(C(=O)NC=1SC=CN1)C=CC2C)S(=O)C)=O (3-[8-(2,6-difluorophenyl)-2-(methylsulfinyl)-7-oxo-7,8-dihydropyrido[2,3-d]pyrimidin-4-yl]-4-methyl-N-1,3-thiazol-2-ylbenzamide), CN(CCN)C (N,N-dimethyl-1,2-ethanediamine). Yields the product FC1=C(C(=CC=C1)F)N1C(C=CC2=C1N=C(N=C2C=2C=C(C(=O)NC=1SC=CN1)C=CC2C)NCCN(C)C)=O (3-(8-(2,6-difluorophenyl)-2-{[2-(dimethylamino)ethyl]amino}-7-oxo-7,8-dihydropyrido[2,3-d]pyrimidin-4-yl)-4-methyl-N-1,3-thiazol-2-ylbenzamide). Reaction SMILES: [F:1][C:2]1[CH:7]=[CH:6][CH:5]=[C:4]([F:8])[C:3]=1[N:9]1[C:14]2[N:15]=[C:16](S(C)=O)[N:17]=[C:18]([C:19]3[CH:20]=[C:21]([CH:30]=[CH:31][C:32]=3[CH3:33])[C:22]([NH:24][C:25]3[S:26][CH:27]=[CH:28][N:29]=3)=[O:23])[C:13]=2[CH:12]=[CH:11][C:10]1=[O:37].[CH3:38][N:39]([CH3:43])[CH2:40][CH2:41][NH2:42]>>[F:1][C:2]1[CH:7]=[CH:6][CH:5]=[C:4]([F:8])[C:3]=1[N:9]1[C:14]2[N:15]=[C:16]([NH:42][CH2:41][CH2:40][N:39]([CH3:43])[CH3:38])[N:17]=[C:18]([C:19]3[CH:20]=[C:21]([CH:30]=[CH:31][C:32]=3[CH3:33])[C:22]([NH:24][C:25]3[S:26][CH:27]=[CH:28][N:29]=3)=[O:23])[C:13]=2[CH:12]=[CH:11][C:10]1=[O:37]. Procedure details: The title compound was prepared from 3-[8-(2,6-difluorophenyl)-2-(methylsulfinyl)-7-oxo-7,8-dihydropyrido[2,3-d]pyrimidin-4-yl]-4-methyl-N-1,3-thiazol-2-ylbenzamide and N,N-dimethyl-1,2-ethanediamine by following the procedures in Example 79c. LC-MS m/z 562 (M+H)+; 1H-NMR (MeOD) 2.15 (m, 6H), 2.36 (m, 4H), 2.65 (m, 1H), 3.27 (m, 2H), 6.38 (d, J=8.4 Hz, 1H), 7.17 (m, 1H), 7.25 (m, 2H), 7.49 (m, 2H), 7.59 (m, 2H), 8.00 (s, 1H), 8.11 (d, J=8.0 Hz, 1H). Starting materials: ClCCl, CC(C)=CC=C(Cl)Cl, O=C(O)C(Cl)(Cl)Cl, O. Yields the product CC1(C)OC1C=C(Cl)Cl. Reaction SMILES: [CH2:17]([Cl:18])[Cl:19].[Cl:1][C:2](=[CH:3][CH:4]=[C:5]([CH3:6])[CH3:7])[Cl:8].[Cl:9][C:10]([Cl:11])([Cl:13])[C:14](=[O:12])[OH:15].[OH2:16]>>[Cl:1][C:2](=[CH:3][CH:4]1[C:5]([CH3:6])([CH3:7])[O:12]1)[Cl:8].